From a dataset of the Open Reaction Database (ORD), a public repository of structured organic reaction records. describe an organic reaction: reactants, conditions, products, and yield The reactants are CN(C)C=O, Cn1c2ccc(Cl)cc2c(=O)n2nc(C(N)=O)cc12, O=S(Cl)Cl. The product is Cn1c2ccc(Cl)cc2c(=O)n2nc(C#N)cc12. As a reaction SMILES: [CH3:24][N:25]([CH3:26])[CH:27]=[O:28].[Cl:1][c:2]1[cH:3][c:4]2[c:5](=[O:19])[n:6]3[c:7]([n:8]([CH3:12])[c:9]2[cH:10][cH:11]1)[cH:13][c:14]([C:16](=[O:17])[NH2:18])[n:15]3.[S:20]([Cl:21])([Cl:22])=[O:23]>>[Cl:1][c:2]1[cH:3][c:4]2[c:5](=[O:19])[n:6]3[c:7]([n:8]([CH3:12])[c:9]2[cH:10][cH:11]1)[cH:13][c:14]([C:16]#[N:18])[n:15]3. Reactants: C(C)(C)(C)S(=O)N (S-(−)-t-butyl-sulfinamide), ClC1=CC(=NC=C1)C=O (4-chloropicolinaldehyde). The reagents and catalysts are S(=O)(=O)([O-])[O-].[Cu+2] (copper(II) sulfate). The solvent is ClCCl (dichloromethane). Conditions: time 3 hour. Product: ClC1=CC(=NC=C1)\C=N\[S@@](=O)C(C)(C)C ((S,E)-N-((4-Chloropyridin-2-yl)methylene)-2-methylpropane-2-sulfinamide). Reaction SMILES: [C:1]([S:5]([NH2:7])=[O:6])([CH3:4])([CH3:3])[CH3:2].[Cl:8][C:9]1[CH:14]=[CH:13][N:12]=[C:11]([CH:15]=O)[CH:10]=1>ClCCl.S([O-])([O-])(=O)=O.[Cu+2]>[Cl:8][C:9]1[CH:14]=[CH:13][N:12]=[C:11](/[CH:15]=[N:7]/[S@:5]([C:1]([CH3:4])([CH3:3])[CH3:2])=[O:6])[CH:10]=1 |f:3.4|. Procedure: Liu, G. et al., J. Org. Chem., 64:1278 (1999). To a solution of S-(−)-t-butyl-sulfinamide (0.856 g, 7.06 mmol) in dichloromethane (14.13 mL) was added sequentially copper(II) sulfate (2.481 g, 15.54 mmol) and 4-chloropicolinaldehyde[1.0 g, 7.06 mmol, prepared according to a modified described by Negi (Synthesis, 991 (1996))]. The white suspension was stirred at rt. After 3 h, the brown suspension was filtered through CELITE®, eluting with DCM, to give a clear brown filtrate. Concentration gave a...